Dataset: the Open Reaction Database (ORD), a public repository of structured organic reaction records. Task: describe an organic reaction: reactants, conditions, products, and yield Reactants: BrBr (Bromine), FC1=C(C=C(C=C1)F)C (2,5-difluorotoluene). Reagents/catalysts: [Fe] (iron). Solvent: CCOCC (ether). Run at temperature -5 celsius, time 3 hour. The product is BrC1=C(C=C(C(=C1)F)C)F (1-bromo-2,5-difluoro-4-methyl-benzene). RXN SMILES: [F:1][C:2]1[CH:7]=[CH:6][C:5]([F:8])=[CH:4][C:3]=1[CH3:9].[Br:10]Br>CCOCC.[Fe]>[Br:10][C:6]1[CH:7]=[C:2]([F:1])[C:3]([CH3:9])=[CH:4][C:5]=1[F:8]. Procedure details: A mixture of 2,5-difluorotoluene (25 g, 0.20 mol) and iron powder (11 g, 0.2 mol) was cooled to −5° C. Bromine was added dropwise such that the internal temperature of the reaction did not rise above 0° C. After stirring for 3 hours, the mixture was diluted with ether, filtered and washed with aqueous sodium thiosulfate solution. The aqueous layer was extracted with ether, and the combined organic layers were dried over MgSO4, filtered and concentrated in vacuo. Distillation at atmospheric press...